describe an organic reaction: reactants, conditions, products, and yield From a dataset of the Open Reaction Database (ORD), a public repository of structured organic reaction records. The reactants are C1CCOC1, Cc1cnccc1-n1ncc2c(Cl)ncnc21, [H-], [Na+], O=C(O)CC(O)(CC(=O)O)C(=O)O, Cc1ccc(NC(=O)C(O)COC(C)C)nc1. Product: Cc1ccc(NC(=O)C(COC(C)C)Oc2ncnc3c2cnn3-c2ccncc2C)nc1. RXN SMILES: [CH2:50]1[O:51][CH2:52][CH2:53][CH2:54]1.[Cl:20][c:21]1[c:22]2[c:23]([n:24][cH:25][n:26]1)[n:27](-[c:30]1[c:31]([CH3:36])[cH:32][n:33][cH:34][cH:35]1)[n:28][cH:29]2.[H-:1].[Na+:2].[OH:37][C:38]([CH2:39][C:40]([C:41](=[O:42])[OH:43])([CH2:44][C:45](=[O:46])[OH:47])[OH:48])=[O:49].[OH:3][CH:4]([C:5](=[O:6])[NH:7][c:8]1[n:9][cH:10][c:11]([CH3:14])[cH:12][cH:13]1)[CH2:15][O:16][CH:17]([CH3:18])[CH3:19]>>[O:3]([CH:4]([C:5](=[O:6])[NH:7][c:8]1[n:9][cH:10][c:11]([CH3:14])[cH:12][cH:13]1)[CH2:15][O:16][CH:17]([CH3:18])[CH3:19])[c:21]1[c:22]2[c:23]([n:24][cH:25][n:26]1)[n:27](-[c:30]1[c:31]([CH3:36])[cH:32][n:33][cH:34][cH:35]1)[n:28][cH:29]2. Starting materials: [Cl-].[NH4+] (ammonium chloride), C(C1=CC=CC=C1)(C1=CC=CC=C1)(C1=CC=CC=C1)N1C=NC(=C1)C(=O)C1=CC=C(C=C1)C1=CC(=CC=C1)NC(C)=O (N-[4′-[(1-trityl-1H-imidazol-4-yl)carbonyl][1,1′-biphenyl]-3-yl]acetamide), C[Mg]Br (methylmagnesium bromide). The solvent is C1CCOC1 (THF), C1CCOC1 (THF). Reaction conditions: temperature 0 celsius, time 20 minute. Yields the product OC(C)(C=1N=CN(C1)C(C1=CC=CC=C1)(C1=CC=CC=C1)C1=CC=CC=C1)C1=CC=C(C=C1)C1=CC(=CC=C1)NC(C)=O (N-[4′-[1-hydroxy-1-(1-trityl-1H-imidazol-4-yl)ethyl][1,1′-biphenyl]-3-yl]acetamide). Reaction SMILES: [C:1]([N:20]1[CH:24]=[C:23]([C:25]([C:27]2[CH:32]=[CH:31][C:30]([C:33]3[CH:38]=[CH:37][CH:36]=[C:35]([NH:39][C:40](=[O:42])[CH3:41])[CH:34]=3)=[CH:29][CH:28]=2)=[O:26])[N:22]=[CH:21]1)([C:14]1[CH:19]=[CH:18][CH:17]=[CH:16][CH:15]=1)([C:8]1[CH:13]=[CH:12][CH:11]=[CH:10][CH:9]=1)[C:2]1[CH:7]=[CH:6][CH:5]=[CH:4][CH:3]=1.[CH3:43][Mg]Br.[Cl-].[NH4+]>C1COCC1>[OH:26][C:25]([C:27]1[CH:28]=[CH:29][C:30]([C:33]2[CH:38]=[CH:37][CH:36]=[C:35]([NH:39][C:40](=[O:42])[CH3:41])[CH:34]=2)=[CH:31][CH:32]=1)([C:23]1[N:22]=[CH:21][N:20]([C:1]([C:8]2[CH:9]=[CH:10][CH:11]=[CH:12][CH:13]=2)([C:14]2[CH:15]=[CH:16][CH:17]=[CH:18][CH:19]=2)[C:2]2[CH:7]=[CH:6][CH:5]=[CH:4][CH:3]=2)[CH:24]=1)[CH3:43] |f:2.3|. Procedure details: To a solution of N-[4′-[(1-trityl-1H-imidazol-4-yl)carbonyl][1,1′-biphenyl]-3-yl]acetamide (800 mg) in THF (14 ml) was added dropwise a solution (1.0 M; 4.38 ml) of methylmagnesium bromide in THF at 0° C., and the mixture was stirred at 0° C. for 20 min. Saturated ammonium chloride was added to the reaction mixture and the mixture was extracted with ethyl acetate, washed with saturated brine and dried over anhydrous magnesium sulfate. The solvent was evaporated under reduced pressure and the res...